This data is from the Open Reaction Database (ORD), a public repository of structured organic reaction records. The task is: describe an organic reaction: reactants, conditions, products, and yield Starting materials: [H-], NS(=O)(=O)c1ccc(NC(=O)CBr)c(Cl)c1, [Na+], CN(C)C=O, Oc1cccc(Oc2ccccc2)c1. Product: NS(=O)(=O)c1ccc(NC(=O)COc2cccc(Oc3ccccc3)c2)c(Cl)c1. As a reaction SMILES: [H-:16].[NH2:17][S:18](=[O:19])(=[O:20])[c:21]1[cH:22][c:23]([Cl:32])[c:24]([NH:27][C:28]([CH2:29][Br:30])=[O:31])[cH:25][cH:26]1.[Na+:15].[O:33]=[CH:34][N:35]([CH3:36])[CH3:37].[OH:1][c:2]1[cH:3][cH:4][cH:5][c:6]([O:7][c:8]2[cH:9][cH:10][cH:11][cH:12][cH:13]2)[cH:14]1>>[O:1]([c:2]1[cH:3][cH:4][cH:5][c:6]([O:7][c:8]2[cH:9][cH:10][cH:11][cH:12][cH:13]2)[cH:14]1)[CH2:29][C:28]([NH:27][c:24]1[c:23]([Cl:32])[cH:22][c:21]([S:18]([NH2:17])(=[O:19])=[O:20])[cH:26][cH:25]1)=[O:31]. Product: CNC(C1=CC=C(C=C1)N1N=C2CCNCCC2=C1)=O (N-Methyl-4-(5,6,7,8-tetrahydropyrazolo[3,4-d]azepin-2(4H)-yl)benzamide). Conditions: time 2 hour. RXN SMILES: [CH3:1][NH:2][C:3]([C:5]1[CH:10]=[CH:9][C:8]([N:11]2[CH:20]=[C:19]3[C:13]([CH2:14][CH2:15][N:16](C(OC(C)(C)C)=O)[CH2:17][CH2:18]3)=[N:12]2)=[CH:7][CH:6]=1)=[O:4].FC(F)(F)C(O)=O>ClCCl.CO>[CH3:1][NH:2][C:3](=[O:4])[C:5]1[CH:10]=[CH:9][C:8]([N:11]2[CH:20]=[C:19]3[C:13]([CH2:14][CH2:15][NH:16][CH2:17][CH2:18]3)=[N:12]2)=[CH:7][CH:6]=1. Procedure details: A solution of 1,1-dimethylethyl 2-{4-[(methylamino)carbonyl]phenyl}-4,5,7,8-tetrahydropyrazolo[3,4-d]azepine-6(2H)-carboxylate (184 mg, 0.50 mmol; may be prepared as described in Description 24) in dichloromethane (2 ml) was treated with trifluoroacetic acid (2 ml). The mixture was stirred at room temperature for 2 hours. The mixture was diluted with methanol and passed down a SCX cartridge eluting with methanol and then a 2M solution of ammonia in methanol. The basic fractions were combined and... Run in CO (methanol), ClCCl (dichloromethane). Starting materials: CNC(=O)C1=CC=C(C=C1)N1N=C2CCN(CCC2=C1)C(=O)OC(C)(C)C (1,1-dimethylethyl 2-{4-[(methylamino)carbonyl]phenyl}-4,5,7,8-tetrahydropyrazolo[3,4-d]azepine-6(2H)-carboxylate), FC(C(=O)O)(F)F (trifluoroacetic acid). Reactants: CC1=C(C(=CC(=C1)[N+](=O)[O-])C)N1C(C(=CC=C1)C=C)=O (1-(2,6-dimethyl-4-nitrophenyl)-3-vinylpyridin-2(1H)-one), BrC=1C(N(C=CC1)C1=C(C=C(C=C1C)[N+](=O)[O-])C)=O (3-bromo-1-(2,6-dimethyl-4-nitrophenyl)pyridin-2(1H)-one), C(CCC)C(=C(CCCC)CCCC)[Sn] (tributylvinyl tin). The reagents and catalysts are C=1C=CC(=CC1)[P](C=2C=CC=CC2)(C=3C=CC=CC3)[Pd]([P](C=4C=CC=CC4)(C=5C=CC=CC5)C=6C=CC=CC6)([P](C=7C=CC=CC7)(C=8C=CC=CC8)C=9C=CC=CC9)[P](C=1C=CC=CC1)(C=1C=CC=CC1)C=1C=CC=CC1 (tetrakis(triphenylphosphine)palladium). The product is CC1=C(C(=CC(=C1)[N+](=O)[O-])C)N1C(C(=CC=C1)C=C)=O (1-(2,6-dimethyl-4-nitrophenyl)-3-vinylpyridin-2(1H)-one), CC1=C(C(=CC(=C1)[N+](=O)[O-])C)N1C(C(=CC=C1)CCO)=O (1-(2,6-dimethyl-4-nitrophenyl)-3-(2-hydroxyethyl)pyridin-2(1H)-one). RXN SMILES: Br[C:2]1[C:3](=[O:19])[N:4]([C:8]2[C:13]([CH3:14])=[CH:12][C:11]([N+:15]([O-:17])=[O:16])=[CH:10][C:9]=2[CH3:18])[CH:5]=[CH:6][CH:7]=1.C(C([Sn])=C(CCCC)CCCC)CCC.[CH3:35][C:36]1[CH:41]=[C:40]([N+:42]([O-:44])=[O:43])[CH:39]=[C:38]([CH3:45])[C:37]=1[N:46]1[CH:51]=[CH:50][CH:49]=[C:48]([CH:52]=[CH2:53])[C:47]1=[O:54]>C1C=CC([P]([Pd]([P](C2C=CC=CC=2)(C2C=CC=CC=2)C2C=CC=CC=2)([P](C2C=CC=CC=2)(C2C=CC=CC=2)C2C=CC=CC=2)[P](C2C=CC=CC=2)(C2C=CC=CC=2)C2C=CC=CC=2)(C2C=CC=CC=2)C2C=CC=CC=2)=CC=1>[CH3:35][C:36]1[CH:41]=[C:40]([N+:42]([O-:44])=[O:43])[CH:39]=[C:38]([CH3:45])[C:37]=1[N:46]1[CH:51]=[CH:50][CH:49]=[C:48]([CH:52]=[CH2:53])[C:47]1=[O:54].[CH3:18][C:9]1[CH:10]=[C:11]([N+:15]([O-:17])=[O:16])[CH:12]=[C:13]([CH3:14])[C:8]=1[N:4]1[CH:5]=[CH:6][CH:7]=[C:2]([CH2:48][CH2:47][OH:54])[C:3]1=[O:19] |^1:21,58,60,79,98|. Procedure details: To prepare the compound of the Formula (Ia), 3-bromopyridin-2(1H)-one (III) is reacted with 1-fluoro-2,5-dimethyl-4-nitrobenzene (IV) to give 3-bromo-1-(2,6-dimethyl-4-nitrophenyl)pyridin-2(1H)-one (V). Then, (V) is converted with tributylvinyl tin and tetrakis(triphenylphosphine)palladium into 1-(2,6-dimethyl-4-nitrophenyl)-3-vinylpyridin-2(1H)-one (VI). Hydroboration and oxidation of (VI) produces 1-(2,6-dimethyl-4-nitrophenyl)-3-(2-hydroxyethyl)pyridin-2(1H)-one (VII). In order to protect the... The reactants are ClC1=CC=C(C=C1)CCCl (2-(4-chlorophenyl)ethyl chloride), C1(=CC=CC=C1)P(C1=CC=CC=C1)C1=CC=CC=C1 (triphenylphosphine). Yields the product [Cl-].ClC1=CC=C(C=C1)CC[P+](C1=CC=CC=C1)(C1=CC=CC=C1)C1=CC=CC=C1 ([2-(4-Chlorophenyl)ethyl]triphenylphosphonium chloride). Reaction SMILES: [Cl:1][C:2]1[CH:7]=[CH:6][C:5]([CH2:8][CH2:9]Cl)=[CH:4][CH:3]=1.[C:11]1([P:17]([C:24]2[CH:29]=[CH:28][CH:27]=[CH:26][CH:25]=2)[C:18]2[CH:23]=[CH:22][CH:21]=[CH:20][CH:19]=2)[CH:16]=[CH:15][CH:14]=[CH:13][CH:12]=1>>[Cl-:1].[Cl:1][C:2]1[CH:7]=[CH:6][C:5]([CH2:8][CH2:9][P+:17]([C:18]2[CH:19]=[CH:20][CH:21]=[CH:22][CH:23]=2)([C:24]2[CH:29]=[CH:28][CH:27]=[CH:26][CH:25]=2)[C:11]2[CH:12]=[CH:13][CH:14]=[CH:15][CH:16]=2)=[CH:4][CH:3]=1 |f:2.3|. Procedure: Combine 15.0 g (0.086 mole) of 2-(4-chlorophenyl)ethyl chloride and 20.98 g (0.08 mole) of triphenylphosphine. Heat the mixture under a nitrogen atmosphere at 110°-120° C. for 3.5 days. Follow the progress of the reaction by thin layer chromatography on silica gel (hexanes). At the completion of the reaction triturate the resulting solid with 250 ml of anhydrous ether to afford the title compound. The reactants are N1=CC(=CC=C1)C(CC)O (3-pyridylpropanol), C1(=CC=CC=C1)P(C1=CC=CC=C1)C1=CC=CC=C1 (triphenylphosphine), C(Cl)(Cl)(Cl)Cl (carbontetrachloride). The solvent is C1CCOC1 (THF). Reaction conditions: time 24 hour. Yields the product EtOAc Hexanes, N1=CC=C(C=C1)CCCCl (3-(4-Pyridyl) 1-chloropropane). Isolated yield 30.0%. Reaction SMILES: [N:1]1[CH:6]=[CH:5][CH:4]=[C:3](C(O)CC)[CH:2]=1.[C:11]1(P(C2C=CC=CC=2)C2C=CC=CC=2)[CH:16]=CC=C[CH:12]=1.C(Cl)(Cl)(Cl)[Cl:31]>C1COCC1>[N:1]1[CH:2]=[CH:3][C:4]([CH2:12][CH2:11][CH2:16][Cl:31])=[CH:5][CH:6]=1. Procedure details: A solution of 3-pyridylpropanol (2-2) (ICN Biochemicals, 14.2 g, 0.1 mol) in THF (200 mL) was treated successively with triphenylphosphine (47.2 g, 0.18 mol) and carbontetrachloride (17.4 mL, 0.18 mol) and stirred for 24 h. The reaction was filtered and the solids washed with Et2O. The filtrate was concentrated to give a yellow solid which was triturated with Et2O. Chromatography (silica gel, 30% EtOAc/Hexanes) gave 2-3 as yellow oil. Reactants: C([O-])([O-])=O.[K+].[K+] (potassium carbonate), [N+](=O)([O-])C1=CC=C(CN2C=NC(=C2C(=O)N)O)C=C1 (3-(4-nitrobenzyl)-5-hydroxy-3H-imidazole-4-carboxamide), CI (Methyl iodide). Run in CN(C)C=O (DMF). Conditions: temperature 50 celsius. Yields the product [N+](=O)([O-])C1=CC=C(CN2C=NC(=C2C(=O)N)OC)C=C1 (3-(4-nitrobenzyl)-5-methoxy-3H-imidazole-4-carboxamide). As a reaction SMILES: [N+:1]([C:4]1[CH:19]=[CH:18][C:7]([CH2:8][N:9]2[C:13]([C:14]([NH2:16])=[O:15])=[C:12]([OH:17])[N:11]=[CH:10]2)=[CH:6][CH:5]=1)([O-:3])=[O:2].[C:20](=O)([O-])[O-].[K+].[K+].CI>CN(C=O)C>[N+:1]([C:4]1[CH:5]=[CH:6][C:7]([CH2:8][N:9]2[C:13]([C:14]([NH2:16])=[O:15])=[C:12]([O:17][CH3:20])[N:11]=[CH:10]2)=[CH:18][CH:19]=1)([O-:3])=[O:2] |f:1.2.3|. Reported procedure: 3.93 g (15 mmol) of the derivative 3-(4-nitrobenzyl)-5-hydroxy-3H-imidazole-4-carboxamide are added to 80 ml of DMF in a three-necked flask under argon, followed by addition of 8.29 g (60 mmol; 4 eq.) of potassium carbonate. The stirred medium is maintained at 50° C. for 30 minutes and then cooled to room temperature. Methyl iodide (5.75 g; 40.5 mmol; 2.7 eq.) is then added. Starting materials: O1C(=CC=C1)C(CC1=CC(=CC=C1)OCC1=CC=CC=C1)O (1-(Furan-2-yl)-2-(3-benzyloxyphenyl)ethan-1-ol), OP(=O)(O)[O-].[K+] (KH2PO4), OP(=O)(O)O (H3PO4), [Na+].[Cl-] (NaCl). The solvent is O (H2O). Reaction conditions: temperature 120 celsius, time 5 hour. Product: OC1C=C(C(C1)=O)CC1=CC(=CC=C1)OCC1=CC=CC=C1 (4-hydroxy-2-(3-benzyloxybenzyl)cyclopent-2-enone), OC1C=CC(C1CC1=CC(=CC=C1)OCC1=CC=CC=C1)=O (4-hydroxy-5-(3-benzyloxybenzyl)cyclopent-2-enone). Reaction SMILES: [O:1]1[CH:5]=[CH:4][CH:3]=[C:2]1[CH:6](O)[CH2:7][C:8]1[CH:13]=[CH:12][CH:11]=[C:10]([O:14][CH2:15][C:16]2[CH:21]=[CH:20][CH:19]=[CH:18][CH:17]=2)[CH:9]=1.[OH:23]P([O-])(O)=O.[K+].[OH:29]P(O)(O)=O.[Na+].[Cl-]>O>[OH:23][CH:3]1[CH2:4][C:5](=[O:1])[C:6]([CH2:7][C:8]2[CH:13]=[CH:12][CH:11]=[C:10]([O:14][CH2:15][C:16]3[CH:21]=[CH:20][CH:19]=[CH:18][CH:17]=3)[CH:9]=2)=[CH:2]1.[OH:29][CH:2]1[CH:6]([CH2:7][C:8]2[CH:13]=[CH:12][CH:11]=[C:10]([O:14][CH2:15][C:16]3[CH:21]=[CH:20][CH:19]=[CH:18][CH:17]=3)[CH:9]=2)[C:5](=[O:1])[CH:4]=[CH:3]1 |f:1.2,4.5|. Reported procedure: 1-(Furan-2-yl)-2-(3-benzyloxyphenyl)ethan-1-ol (3.97 kg, 13.49 mol) and KH2PO4 (120 g, 0.88 mol) was added to H2O (120 L) and H3PO4 was added until pH=3. The reaction was kept being stirred at 120° C. for 5 hours. After being cooled, NaCl (25 kg) was added, and the reaction was extracted with EtOAc, dried over MgSO4, and evaporated to give the crude 4-hydroxy-2-(3-benzyloxybenzyl)cyclopent-2-enone and 4-hydroxy-5-(3-benzyloxybenzyl)cyclopent-2-enone as black oil: 3.4 kg (crude yield: 85%).